Dataset: the Open Reaction Database (ORD), a public repository of structured organic reaction records. Task: describe an organic reaction: reactants, conditions, products, and yield The product is C(C)(C)(C)C1=C(C(=CC(=C1)OC)N=NC1=C(C=C(C=C1)OCCC[SiH2]C=C(C)C)[N+](=O)[O-])O (2-t-butyl-6-[4'-(3"-dimethylvinylsilylpropoxy)-2'-nitrophenylazo]-4-methoxyphenol). Reaction SMILES: [CH3:1][C:2]([CH3:20])=[CH:3][SiH2:4][CH2:5][CH2:6][CH2:7][O:8][C:9]1[CH:14]=[CH:13][C:12]([N+:15]#[N:16])=[C:11]([N+:17]([O-:19])=[O:18])[CH:10]=1.[C:21]([C:25]1[CH:30]=[C:29]([O:31][CH3:32])[CH:28]=[CH:27][C:26]=1[OH:33])([CH3:24])([CH3:23])[CH3:22]>>[C:21]([C:25]1[CH:30]=[C:29]([O:31][CH3:32])[CH:28]=[C:27]([N:16]=[N:15][C:12]2[CH:13]=[CH:14][C:9]([O:8][CH2:7][CH2:6][CH2:5][SiH2:4][CH:3]=[C:2]([CH3:20])[CH3:1])=[CH:10][C:11]=2[N+:17]([O-:19])=[O:18])[C:26]=1[OH:33])([CH3:24])([CH3:22])[CH3:23]. Reactants: diazonium, CC(=C[SiH2]CCCOC1=CC(=C(C=C1)[N+]#N)[N+](=O)[O-])C (4-(3'-dimethylvinylsilylpropoxy)-2-nitrobenzenediazonium), C(C)(C)(C)C1=C(C=CC(=C1)OC)O (2-t-butyl-4-methoxyphenol). Procedure details: Para-aminophenol is acetylated by reaction with acetic anhydride to form 4-acetoxyacetanilide, which is then nitrated to form 4-acetoxy-2-nitroacetanilide (V). V is then reacted with 3-chloropropyldimethylvinylsilane to form 4-(3'-dimethylvinylsilylpropoxy)-2-nitroacetanilide (VI). VI is hydrolyzed to form VII, which is then reacted with nitrous acid to form a 4-(3'-dimethylvinylsilylpropoxy)-2-nitrobenzenediazonium ion (VIII). The diazonium ion VIII is then reacted with 2-t-butyl-4-methoxypheno... Starting materials: N1=C(C=CC=C1)CC1=CC2=C(N=C(S2)N)C=C1 (6-[(2-pyridyl)methyl]-2-aminobenzothiazole), C(C)N=C=O (ethyl isocyanate). The solvent is O1CCCC1 (tetrahydrofuran). The product is N1=C(C=CC=C1)CC1=CC2=C(N=C(S2)NC(=O)NCC)C=C1 (6-[(2-pyridyl)methyl]-2-(3-ethylureido)benzothiazole). As a reaction SMILES: [N:1]1[CH:6]=[CH:5][CH:4]=[CH:3][C:2]=1[CH2:7][C:8]1[CH:17]=[CH:16][C:11]2[N:12]=[C:13]([NH2:15])[S:14][C:10]=2[CH:9]=1.[CH2:18]([N:20]=[C:21]=[O:22])[CH3:19]>O1CCCC1>[N:1]1[CH:6]=[CH:5][CH:4]=[CH:3][C:2]=1[CH2:7][C:8]1[CH:17]=[CH:16][C:11]2[N:12]=[C:13]([NH:15][C:21]([NH:20][CH2:18][CH3:19])=[O:22])[S:14][C:10]=2[CH:9]=1. Procedure details: A solution of 6-[(2-pyridyl)methyl]-2-aminobenzothiazole (1.3 g) and ethyl isocyanate (0.6 ml) in tetrahydrofuran (25 ml) was stirred at 60° C. for 4 hours. Evaporation of the solvent gave a residue which was crystallized from tetrahydrofuran. The crystal was collected by filtration to give 6-[(2-pyridyl)methyl]-2-(3-ethylureido)benzothiazole (0.68 g). Starting materials: BrC=1C=CC2=C(C=CS(O2)(=O)=O)C1 (6-bromo-2,2-dioxo-1,2-benzoxathiine), ClS(=O)(=O)O (chlorosulfonic acid), ice water. Product: BrC=1C=C(C2=C(C=CS(O2)(=O)=O)C1)S(=O)(=O)Cl (6-bromo-8-chlorosulfonyl-2,2-dioxo-1,2-benzoxathiine). Reaction SMILES: [Br:1][C:2]1[CH:3]=[CH:4][C:5]2[O:10][S:9](=[O:12])(=[O:11])[CH:8]=[CH:7][C:6]=2[CH:13]=1.[Cl:14][S:15](O)(=[O:17])=[O:16]>>[Br:1][C:2]1[CH:3]=[C:4]([S:15]([Cl:14])(=[O:17])=[O:16])[C:5]2[O:10][S:9](=[O:11])(=[O:12])[CH:8]=[CH:7][C:6]=2[CH:13]=1. Reported procedure: 6.0 g of 6-bromo-2,2-dioxo-1,2-benzoxathiine and 22.0 g of chlorosulfonic acid are heated for 1 hour to 60° C. The mixture is then poured into ice-water. The precipitated 6-bromo-8-chlorosulfonyl-2,2-dioxo-1,2-benzoxathiine is isolated, washed with water and dried. Reactants: O (water), [Li+].[OH-] (LiOH), C(C)OC(=O)C=1N=NN(N1)C1=CC(=CC=C1)Cl (2-(3-chloro-phenyl)-2H-tetrazole-5-carboxylic acid ethyl ester). Run in C1CCOC1 (THF). Product: ClC=1C=C(C=CC1)N1N=C(N=N1)C(=O)O (2-(3-Chloro-phenyl)-2H-tetrazole-5-carboxylic acid). Reaction SMILES: C([O:3][C:4]([C:6]1[N:7]=[N:8][N:9]([C:11]2[CH:16]=[CH:15][CH:14]=[C:13]([Cl:17])[CH:12]=2)[N:10]=1)=[O:5])C.O.[Li+].[OH-]>C1COCC1>[Cl:17][C:13]1[CH:12]=[C:11]([N:9]2[N:8]=[N:7][C:6]([C:4]([OH:5])=[O:3])=[N:10]2)[CH:16]=[CH:15][CH:14]=1 |f:2.3|. Reported procedure: 7.00 g (27.7 mmol) 2-(3-chloro-phenyl)-2H-tetrazole-5-carboxylic acid ethyl ester was dissolved in 50 mL THF and 50 mL water and treated with 2.33 g (55.4 mmol) LiOH at RT for 14 h. The reaction mixture was concentrated and acidified with 1 M aqueous hydrochlorid acid. The precipitate was filtered off, washed with water and dried.